This data is from the Open Reaction Database (ORD), a public repository of structured organic reaction records. The task is: describe an organic reaction: reactants, conditions, products, and yield Starting materials: C1CCOC1, CCOC(=O)C=CCC1CC=C(C)C1(C)C, [Na+], [OH-]. Yields the product CC1=CCC(CC=CC(=O)O)C1(C)C. Reaction SMILES: [CH2:17]1[O:18][CH2:19][CH2:20][CH2:21]1.[CH3:1][C:2]1([CH3:16])[CH:3]([CH2:8][CH:9]=[CH:10][C:11](=[O:12])[O:13][CH2:14][CH3:15])[CH2:4][CH:5]=[C:6]1[CH3:7].[Na+:23].[OH-:22]>>[CH3:1][C:2]1([CH3:16])[CH:3]([CH2:8][CH:9]=[CH:10][C:11](=[O:12])[OH:13])[CH2:4][CH:5]=[C:6]1[CH3:7].